This data is from the Open Reaction Database (ORD), a public repository of structured organic reaction records. The task is: describe an organic reaction: reactants, conditions, products, and yield The reactants are CC1=NC2=C(C=CC=C2C(=C1)O)C1=C(C=C(C=C1)Cl)Cl (2-methyl-4-hydroxy-8-(2′,4′-dichlorophenyl)quinoline), P(=O)(Cl)(Cl)Cl (phosphorous oxychloride), [OH-].[Na+] (NaOH). The product is CC1=NC2=C(C=CC=C2C(=C1)Cl)C1=C(C=C(C=C1)Cl)Cl (2-methyl-4-chloro-8-(2′,4′-dichlorophenyl)quinoline). Reaction SMILES: [CH3:1][C:2]1[CH:11]=[C:10](O)[C:9]2[C:4](=[C:5]([C:13]3[CH:18]=[CH:17][C:16]([Cl:19])=[CH:15][C:14]=3[Cl:20])[CH:6]=[CH:7][CH:8]=2)[N:3]=1.P(Cl)(Cl)([Cl:23])=O.[OH-].[Na+]>>[CH3:1][C:2]1[CH:11]=[C:10]([Cl:23])[C:9]2[C:4](=[C:5]([C:13]3[CH:18]=[CH:17][C:16]([Cl:19])=[CH:15][C:14]=3[Cl:20])[CH:6]=[CH:7][CH:8]=2)[N:3]=1 |f:2.3|. Procedure details: A mixture of intermediate (9) (1.32 g) and phosphorous oxychloride (5 ml) was refluxed for 2 hours, cooled, poured onto ice and neutralized by 1N NaOH. The aqueous layer was extracted by ethyl acetate. The organic layer was washed with brine, dried, concentrated, yielding 2-methyl-4-chloro-8-(2′,4′-dichlorophenyl)quinoline (intermediate 1) (1.31 mg. 300 MHz 1H NMR (CDCl3): δ 2.58 (s,3H), 7.34 (s,2H), 7.39 (s,1H), 7.53 (s,1H), 7.63-7.65 (m,2H), 8.26 (dd, 1H). Starting materials: NC1=NC(=C(C(=N1)N)C1=C(C(=CC=C1)Cl)Cl)CF (2,4-Diamino-5-(2,3-dichlorophenyl)-6-fluoromethylpyrimidine), NC1=NC(=C(C(=N1)N)C1=C(C(=CC(=C1)Cl)Cl)Cl)CO (2,4-diamino-5-(2,3,5-trichlorophenyl )-6-hydroxymethylpyrimidine). The product is NC1=NC(=C(C(=N1)N)C1=C(C(=CC(=C1)Cl)Cl)Cl)CF (2.4-Diamino-5-(2,3,5-trichlorophenyl)-6-fluoromethylpyrimidine). Reaction SMILES: [NH2:1][C:2]1[N:7]=[C:6]([NH2:8])[C:5]([C:9]2[CH:14]=[CH:13][CH:12]=[C:11]([Cl:15])[C:10]=2[Cl:16])=[C:4]([CH2:17][F:18])[N:3]=1.NC1N=C(N)C(C2C=C([Cl:33])C=C(Cl)C=2Cl)=C(CO)N=1>>[NH2:1][C:2]1[N:7]=[C:6]([NH2:8])[C:5]([C:9]2[CH:14]=[C:13]([Cl:33])[CH:12]=[C:11]([Cl:15])[C:10]=2[Cl:16])=[C:4]([CH2:17][F:18])[N:3]=1. Procedure details: This compound was prepared in an analogous manner to the compound of Example 18 from 2,4-diamino-5-(2,3,5-trichlorophenyl )-6-hydroxymethylpyrimidine, mp. 215°-217° C. Reactants: CC1(OC2=C(O1)C=C(C=C2)C[C@@H](C(=O)O)NC(=O)OCC3C4=CC=CC=C4C5=CC=CC=C35)C (Fmoc-DOPA(acetonide)-OH), N1CCCCC1 (piperidine), O (H2O). The solvent is C(Cl)Cl (DCM), C(=O)(C(F)(F)F)O (TFA). Yields the product O=C(O)[C@@H](N)CC1=CC=C(O)C(O)=C1 (DOPA). Reaction SMILES: CC1(C)[O:6][C:5]2[CH:7]=[C:8]([CH2:11][C@H:12]([NH:16]C(OCC3C4C(=CC=CC=4)C4C3=CC=CC=4)=O)[C:13]([OH:15])=[O:14])[CH:9]=[CH:10][C:4]=2[O:3]1.N1CCCCC1.O>C(Cl)Cl.C(O)(C(F)(F)F)=O>[O:14]=[C:13]([C@H:12]([CH2:11][C:8]1[CH:7]=[C:5]([OH:6])[C:4]([OH:3])=[CH:10][CH:9]=1)[NH2:16])[OH:15]. Procedure: To unambiguously determine the chirality of the synthesized Fmoc-DOPA(acetonide)-OH, it was cleaved by 25% piperidine in DCM and TFA/TIS/H2O (95:2.5:2.5) to give a raw free DOPA product, which was subjected to chiral HPLC analysis (CHIROBIOTIC T, Aldrich) using commercially available L- and D/L-DOPA as reference.26 The absence of the D-DOPA peak in the chromatogram confirmed the optical purity of the synthesized Fmoc-DOPA(acetonide)-OH and that L-DOPA retained its chirality under the conditions ... Reactants: COP1Oc2ccccc2-c2ccccc21, Cc1ccc(C(=O)Cl)c(C)c1, Cc1ccccc1. Product: Cc1ccc(C(=O)P2(=O)Oc3ccccc3-c3ccccc32)c(C)c1. RXN SMILES: [CH3:12][O:13][P:14]1[O:15][c:16]2[c:17]([cH:24][cH:25][cH:26][cH:27]2)-[c:18]2[c:19]1[cH:20][cH:21][cH:22][cH:23]2.[CH3:1][c:2]1[c:3]([C:4](=[O:5])[Cl:6])[cH:7][cH:8][c:9]([CH3:11])[cH:10]1.[CH3:28][c:29]1[cH:30][cH:31][cH:32][cH:33][cH:34]1>>[CH3:1][c:2]1[c:3]([C:4](=[O:5])[P:14]2(=[O:13])[O:15][c:16]3[c:17]([cH:24][cH:25][cH:26][cH:27]3)-[c:18]3[c:19]2[cH:20][cH:21][cH:22][cH:23]3)[cH:7][cH:8][c:9]([CH3:11])[cH:10]1. The reactants are C(C)(C)(C)C1=NSC(=N1)CO (3-t-butyl-5-hydroxymethyl-1,2,4-thiadiazole), S(=O)(Cl)Cl (thionyl chloride). Solvent: ClCCl (dichloromethane). Conditions: time 4 hour. Yields the product Cl.C(C)(C)(C)C1=NSC(=N1)CCl (3-t-butyl-5-(chloromethyl)-1,2,4-thiadiazole hydrochloride). As a reaction SMILES: [C:1]([C:5]1[N:9]=[C:8]([CH2:10]O)[S:7][N:6]=1)([CH3:4])([CH3:3])[CH3:2].S(Cl)([Cl:14])=O>ClCCl>[ClH:14].[C:1]([C:5]1[N:9]=[C:8]([CH2:10][Cl:14])[S:7][N:6]=1)([CH3:4])([CH3:3])[CH3:2] |f:3.4|. Procedure details: 0.71 g of 3-t-butyl-5-hydroxymethyl-1,2,4-thiadiazole was dissolved in 20 ml of dichloromethane, and 1.4 ml of thionyl chloride was added. The mixture was stirred at room temperature for 4 hours. The reaction mixture was concentrated under reduced pressure to obtain 0.76 g of 3-t-butyl-5-(chloromethyl)-1,2,4-thiadiazole hydrochloride. The reactants are 24, C(C)O (ethanol), 50, FC=1C=CC2=C(CCC(O2)C(=O)OCC)C1 (ethyl 6-fluoro-3,4-dihydro-2H-1-benzopyran-2-carboxylate), C1=CC=CC=C1 (benzene), 89, sodium dihydro-bis(2-methoxyethoxy)aluminate, C1=CC=CC=C1 (benzene), Cl (hydrochloric acid). Run in O (water), CC1=CC=CC=C1 (methylbenzene), O(CC)CC (1,1'-oxybisethane). Conditions: temperature 15 celsius, time 2.5 hour. Yields the product FC=1C=CC2=C(CCC(O2)CO)C1 (6-fluoro-3,4-dihydro-2H-1-benzopyran-2-methanol), intermediate 7. The yield is 85.0%. As a reaction SMILES: [F:1][C:2]1[CH:3]=[CH:4][C:5]2[O:10][CH:9]([C:11](OCC)=[O:12])[CH2:8][CH2:7][C:6]=2[CH:16]=1.C1C=CC=CC=1.C(O)C.Cl>CC1C=CC=CC=1.O(CC)CC.O>[F:1][C:2]1[CH:3]=[CH:4][C:5]2[O:10][CH:9]([CH2:11][OH:12])[CH2:8][CH2:7][C:6]=2[CH:16]=1. Procedure: To a stirred mixture of 50 parts of ethyl 6-fluoro-3,4-dihydro-2H-1-benzopyran-2-carboxylate and 540 parts of benzene were added dropwise, during a 1 hour-period, a mixture of 89 parts of a solution of sodium dihydro-bis(2-methoxyethoxy)aluminate in methylbenzene (3.4M) and 135 parts of benzene at reflux temperature and under nitrogen atmosphere. Upon completion, stirring was continued for 2.5 hours at reflux. After cooling to 15° C., the reaction mixture was decomposed by the dropwise addition ... Reactants: C(C)(=O)OC=C (vinyl acetate), II, N(=[N+]=[N-])CC(O)C1=NC(=CC=C1)C (2-Azido-1-(6-methyl-pyridin-2-yl)-ethanol). The solvent is C1(=CC=CC=C1)C (toluene). Run at time 4.5 hour. The product is N(=[N+]=[N-])C[C@H](C1=NC(=CC=C1)C)OC(C)=O (acetic acid (R)-2-azido-1-(6-methyl-pyridin-2-yl)-ethyl ester). The yield is 41.4%. Reaction SMILES: [N:1]([CH2:4][CH:5]([C:7]1[CH:12]=[CH:11][CH:10]=[C:9]([CH3:13])[N:8]=1)[OH:6])=[N+:2]=[N-:3].[C:14](OC=C)(=[O:16])[CH3:15]>C1(C)C=CC=CC=1>[N:1]([CH2:4][C@@H:5]([O:6][C:14](=[O:16])[CH3:15])[C:7]1[CH:12]=[CH:11][CH:10]=[C:9]([CH3:13])[N:8]=1)=[N+:2]=[N-:3]. Procedure: Dissolved 2-Azido-1-(6-methyl-pyridin-2-yl)-ethanol (4.300 g, 24.130 mmol) into 200 mL of toluene. To this was added vinyl acetate (9.22 mL, 100.00 mmol) and Lipase PS-C II (4.00 g). The mixture stirred for 4.5 h at RT and was monitored by 1H NMR. The reaction mixture was filtered through a bed of celite and rinsed with 100 mL of toluene. The filtrate was concentrated in vacuo. Dissolved residue into CH2Cl2, applied to a SiO2 Column and purified (5–30% EtOAc/hexanes) to give 2.20g of acetic acid... Reactants: CN1CCOCC1 (methylmorpholine), CN(C)C1=NC=CC=C1 (dimethylaminopyridine), propanephosphonic anhydride, C(C)(C)(C)NC(=O)C1=NOC(=C1C(=O)O)C (3-tert-butylaminocarbonyl-5-methylisoxazole-4-carboxylic acid). Solvent: ClCCl (dichloromethane), ClCCl (dichloromethane). The product is C(C)(C)(C)N1C(=O)C2=NOC(=C2C1=O)C (N-tert-butyl-5-methylisoxazole-3,4,-dicarboximide). The yield is 91.5%. RXN SMILES: CN1CCOCC1.CN(C1C=CC=CN=1)C.[C:17]([NH:21][C:22]([C:24]1[C:28]([C:29](O)=[O:30])=[C:27]([CH3:32])[O:26][N:25]=1)=[O:23])([CH3:20])([CH3:19])[CH3:18]>ClCCl>[C:17]([N:21]1[C:29](=[O:30])[C:28]2[C:24](=[N:25][O:26][C:27]=2[CH3:32])[C:22]1=[O:23])([CH3:20])([CH3:19])[CH3:18]. Procedure: 6.3 g (62.2 mmol) of methylmorpholine, 2.4 g (20 mmol) of dimethylaminopyridine and 14.6 g of a 50% strength solution of propanephosphonic anhydride (23 mmol) in dichloromethane were added dropwise in succession to 3.8 g (16.8 mmol) of 3-tert-butylaminocarbonyl-5-methylisoxazole-4-carboxylic acid in 150 ml of dichloromethane at -5° C. and the mixture was then refluxed for 6 hours. Working up was carried out as described above. 3.2 g (91%) of N-tert-butyl-5-methylisoxazole-3,4,-dicarboximide were... Starting materials: CC#N, [N-]=[N+]=NC1CCN(C(=O)OCc2ccc([N+](=O)[O-])cc2)C1, [Na+], [Na+], O, O, O, O, O, O, O, O, O, O, O=S(=O)([O-])[O-], c1ccc(P(c2ccccc2)c2ccccc2)cc1. Yields the product NC1CCN(C(=O)OCc2ccc([N+](=O)[O-])cc2)C1. As a reaction SMILES: [CH3:58][C:59]#[N:60].[N:1](=[N+:2]=[N-:3])[CH:4]1[CH2:5][N:6]([C:9](=[O:10])[O:11][CH2:12][c:13]2[cH:14][cH:15][c:16]([N+:19](=[O:20])[O-:21])[cH:17][cH:18]2)[CH2:7][CH2:8]1.[Na+:56].[Na+:57].[OH2:41].[OH2:42].[OH2:43].[OH2:44].[OH2:45].[OH2:46].[OH2:47].[OH2:48].[OH2:49].[OH2:50].[S:51]([O-:52])([O-:53])(=[O:54])=[O:55].[c:22]1([P:23]([c:24]2[cH:25][cH:26][cH:27][cH:28][cH:29]2)[c:30]2[cH:31][cH:32][cH:33][cH:34][cH:35]2)[cH:36][cH:37][cH:38][cH:39][cH:40]1>>[NH2:1][CH:4]1[CH2:5][N:6]([C:9](=[O:10])[O:11][CH2:12][c:13]2[cH:14][cH:15][c:16]([N+:19](=[O:20])[O-:21])[cH:17][cH:18]2)[CH2:7][CH2:8]1.